This data is from the Open Reaction Database (ORD), a public repository of structured organic reaction records. The task is: describe an organic reaction: reactants, conditions, products, and yield Starting materials: O=C([O-])[O-], CCOC(=O)N1CCN(C(=O)C(CCS(C)(=O)=O)NC(=O)c2cc(O)n(-c3ccccc3)n2)CC1, CCOC(=O)C1(Br)CCC1, [Cs+], [Cs+], CN(C)C=O, O. Product: CCOC(=O)N1CCN(C(=O)C(CCS(C)(=O)=O)NC(=O)c2cc(OC3(C(=O)OCC)CCC3)n(-c3ccccc3)n2)CC1. As a reaction SMILES: [C:36](=[O:37])([O-:38])[O-:39].[CH2:1]([CH3:2])[O:3][C:4](=[O:5])[N:6]1[CH2:7][CH2:8][N:9]([C:12]([CH:13]([CH2:14][CH2:15][S:16](=[O:17])(=[O:18])[CH3:19])[NH:20][C:21](=[O:22])[c:23]2[n:24][n:25](-[c:29]3[cH:30][cH:31][cH:32][cH:33][cH:34]3)[c:26]([OH:28])[cH:27]2)=[O:35])[CH2:10][CH2:11]1.[CH2:42]([CH3:43])[O:44][C:45](=[O:46])[C:47]1([Br:51])[CH2:48][CH2:49][CH2:50]1.[Cs+:40].[Cs+:41].[O:52]=[CH:53][N:54]([CH3:55])[CH3:56].[OH2:57]>>[CH2:1]([CH3:2])[O:3][C:4](=[O:5])[N:6]1[CH2:7][CH2:8][N:9]([C:12]([CH:13]([CH2:14][CH2:15][S:16](=[O:17])(=[O:18])[CH3:19])[NH:20][C:21](=[O:22])[c:23]2[n:24][n:25](-[c:29]3[cH:30][cH:31][cH:32][cH:33][cH:34]3)[c:26]([O:28][C:47]3([C:45]([O:44][CH2:42][CH3:43])=[O:46])[CH2:48][CH2:49][CH2:50]3)[cH:27]2)=[O:35])[CH2:10][CH2:11]1. Starting materials: [OH-].[Na+] (sodium hydroxide), S(=O)(=O)(O)C1=CC=C(C)C=C1.C(CCCCCCC)NC(C)N (N-(n-octyl)-ethanediamine tosylate), C(C1=CC=CC=C1)C#N (benzyl cyanide), N (ammonia). Run at temperature 50 celsius, time 15 minute. Product: C(CCCCCCC)N1C(=NCC1)CC1=CC=CC=C1 (4,5-dihydro-1-n-octyl-2-phenylmethylimidazole). Yield: 98.7%. Reaction SMILES: S([C:5]1[CH:11]=[CH:10][C:8]([CH3:9])=[CH:7][CH:6]=1)(O)(=O)=O.[CH2:12]([NH:20][CH:21](N)[CH3:22])[CH2:13][CH2:14][CH2:15][CH2:16][CH2:17][CH2:18][CH3:19].C([C:31]#[N:32])C1C=CC=CC=1.N.[OH-].[Na+]>>[CH2:12]([N:20]1[CH2:21][CH2:22][N:32]=[C:31]1[CH2:9][C:8]1[CH:10]=[CH:11][CH:5]=[CH:6][CH:7]=1)[CH2:13][CH2:14][CH2:15][CH2:16][CH2:17][CH2:18][CH3:19] |f:0.1,4.5|. Procedure details: A mixture of N-(n-octyl)-ethanediamine tosylate (10 g, 0.029 mol) and benzyl cyanide (0.9 ml, 0.029 mol) was heated at 200° C. until evolution of ammonia ceased. The reaction mixture was cooled to 50° C. and treated with aqueous sodium hydroxide (15 ml, 5M). The resulting mixture was stirred for 15 minutes and then extracted with dichloromethane. The organic phase was separated, washed with water, and dried over anhydrous magnesium sulphate. Th solvent was removed under reduced pressure to yield... Starting materials: C(CCCCCCCCCCC)C=1N=NN(N1)C(C(=O)O)C1=CC=CC=C1 ((±)-5-dodecyl-α-phenyl-2H-tetrazole-2-acetic acid), C(C)(C)C1=C(N)C(=CC=C1)C(C)C (2,6-diisopropylaniline), C(CCCCCCCCC)C=1N=NN(N1)CC(=O)O (5-decyl-2H-tetrazole-2-acetic acid), COC1=C(N)C(=CC(=C1)OC)OC (2,4,6-trimethoxyaniline). The product is C(CCCCCCCCCCC)C=1N=NN(N1)C(C(=O)NC1=C(C=C(C=C1OC)OC)OC)C1=CC=CC=C1 ((±)-5-dodecyl-α-phenyl-N-(2,4,6-trimethoxyphenyl)-2H-tetrazole-2-acetamide). Reaction SMILES: [CH2:1]([C:13]1[N:14]=[N:15][N:16]([CH:18]([C:22]2[CH:27]=[CH:26][CH:25]=[CH:24][CH:23]=2)[C:19]([OH:21])=O)[N:17]=1)[CH2:2][CH2:3][CH2:4][CH2:5][CH2:6][CH2:7][CH2:8][CH2:9][CH2:10][CH2:11][CH3:12].C(C1N=NN(CC(O)=O)N=1)CCCCCCCCC.[CH3:47][O:48][C:49]1[CH:55]=[C:54]([O:56][CH3:57])[CH:53]=[C:52]([O:58][CH3:59])[C:50]=1[NH2:51].C(C1C=CC=C(C(C)C)C=1N)(C)C>>[CH2:1]([C:13]1[N:14]=[N:15][N:16]([CH:18]([C:22]2[CH:27]=[CH:26][CH:25]=[CH:24][CH:23]=2)[C:19]([NH:51][C:50]2[C:52]([O:58][CH3:59])=[CH:53][C:54]([O:56][CH3:57])=[CH:55][C:49]=2[O:48][CH3:47])=[O:21])[N:17]=1)[CH2:2][CH2:3][CH2:4][CH2:5][CH2:6][CH2:7][CH2:8][CH2:9][CH2:10][CH2:11][CH3:12]. Reported procedure: When in the general procedure of Example 88 an appropriate amount of (±)-5-dodecyl-α-phenyl-2H-tetrazole-2-acetic acid was substituted for 5-decyl-2H-tetrazole-2-acetic acid and 2,4,6-trimethoxyaniline was substituted for 2,6-diisopropylaniline, the title compound was obtained, mp 141°-145° C. Reactants: BrCc1cccnc1, Br, N#Cc1nc2ccc(O)cc2s1, O=C([O-])[O-], CC(C)=O, [Cs+], [Cs+], [I-], [Na+]. The product is N#Cc1nc2ccc(OCc3cccnc3)cc2s1. RXN SMILES: [Br:14][CH2:15][c:16]1[cH:17][n:18][cH:19][cH:20][cH:21]1.[BrH:13].[C:1](#[N:2])[c:3]1[s:4][c:5]2[c:6]([n:7]1)[cH:8][cH:9][c:10]([OH:12])[cH:11]2.[C:22](=[O:23])([O-:24])[O-:25].[CH3:30][C:31](=[O:32])[CH3:33].[Cs+:26].[Cs+:27].[I-:29].[Na+:28]>>[C:1](#[N:2])[c:3]1[s:4][c:5]2[c:6]([n:7]1)[cH:8][cH:9][c:10]([O:12][CH2:15][c:16]1[cH:17][n:18][cH:19][cH:20][cH:21]1)[cH:11]2. Reactants: ClC1=CC=C(C=C1)S(=O)(=O)NC1=C(C=C(C=C1)Cl)C=CC1=CC=C(C(=O)O)C=C1 (4-[2-[2-(4-chlorophenyl)sulfonylamino-5-chlorophenyl]vinyl]benzoic acid), [H][H] (hydrogen). Reagents/catalysts: O.[Pt]=O (platinum oxide hydrate). Run in C1CCOC1 (THF). Product: ClC1=CC=C(C=C1)S(=O)(=O)NC1=C(C=C(C=C1)Cl)CCC1=CC=C(C(=O)O)C=C1 (4-[2-[2-(4-chlorophenyl)sulfonylamino-5-chlorophenyl]ethyl]benzoic acid). Isolated yield 84.8%. RXN SMILES: [Cl:1][C:2]1[CH:7]=[CH:6][C:5]([S:8]([NH:11][C:12]2[CH:17]=[CH:16][C:15]([Cl:18])=[CH:14][C:13]=2[CH:19]=[CH:20][C:21]2[CH:29]=[CH:28][C:24]([C:25]([OH:27])=[O:26])=[CH:23][CH:22]=2)(=[O:10])=[O:9])=[CH:4][CH:3]=1.[H][H]>C1COCC1.O.[Pt]=O>[Cl:1][C:2]1[CH:7]=[CH:6][C:5]([S:8]([NH:11][C:12]2[CH:17]=[CH:16][C:15]([Cl:18])=[CH:14][C:13]=2[CH2:19][CH2:20][C:21]2[CH:22]=[CH:23][C:24]([C:25]([OH:27])=[O:26])=[CH:28][CH:29]=2)(=[O:10])=[O:9])=[CH:4][CH:3]=1 |f:3.4|. Procedure details: To a solution of 4-[2-[2-(4-chlorophenyl)sulfonylamino-5-chlorophenyl]vinyl]benzoic acid (54 mg; prepared in Example 5.) in THF (4 ml), platinum oxide hydrate (3 mg) was added. The mixture was stirred for 2 hours at room temperature in a stream of hydrogen. The reaction mixture was filtered and the filtrate was concentrated under the reduced pressure. To the residue, methylene chloride was added. The mixture was stirred. The precipitate was collected by filter to give the title compound (46 mg) ... Product: N#Cc1cnccc1-c1cc([N+](=O)[O-])ccc1F. Reaction SMILES: [Br:1][c:2]1[cH:3][cH:4][n:5][cH:6][c:7]1[C:8]#[N:9].[C:31]([P:32]([C:33]([CH3:34])([CH3:35])[CH3:36])[C:37]([CH3:38])([CH3:39])[CH3:40])([CH3:41])([CH3:42])[CH3:43].[CH2:49]1[O:50][CH2:51][CH2:52][O:53][CH2:54]1.[F-:29].[F:10][c:11]1[c:12]([B:20]2[O:21][C:22]([CH3:23])([CH3:24])[C:25]([CH3:26])([CH3:27])[O:28]2)[cH:13][c:14]([N+:17](=[O:18])[O-:19])[cH:15][cH:16]1.[K+:30].[O:44]1[CH2:45][CH2:46][CH2:47][CH2:48]1.[O:58]=[C:59]([CH:60]=[CH:61][c:62]1[cH:63][cH:64][cH:65][cH:66][cH:67]1)[CH:68]=[CH:69][c:70]1[cH:71][cH:72][cH:73][cH:74][cH:75]1.[O:76]=[C:77]([CH:78]=[CH:79][c:80]1[cH:81][cH:82][cH:83][cH:84][cH:85]1)[CH:86]=[CH:87][c:88]1[cH:89][cH:90][cH:91][cH:92][cH:93]1.[O:94]=[C:95]([CH:96]=[CH:97][c:98]1[cH:99][cH:100][cH:101][cH:102][cH:103]1)[CH:104]=[CH:105][c:106]1[cH:107][cH:108][cH:109][cH:110][cH:111]1.[OH2:55].[Pd:56].[Pd:57]>>[c:2]1(-[c:12]2[c:11]([F:10])[cH:16][cH:15][c:14]([N+:17](=[O:18])[O-:19])[cH:13]2)[cH:3][cH:4][n:5][cH:6][c:7]1[C:8]#[N:9]. Starting materials: N#Cc1cnccc1Br, CC(C)(C)P(C(C)(C)C)C(C)(C)C, C1COCCO1, [F-], CC1(C)OB(c2cc([N+](=O)[O-])ccc2F)OC1(C)C, [K+], C1CCOC1, O=C(C=Cc1ccccc1)C=Cc1ccccc1, O=C(C=Cc1ccccc1)C=Cc1ccccc1, O=C(C=Cc1ccccc1)C=Cc1ccccc1, O, [Pd], [Pd]. Reaction conditions: temperature 80 celsius, time 30 minute. The reactants are COC(C1=CC(=C(C(=C1)OC)OCOC)I)=O (3-iodo-5-methoxy-4-methoxymethoxybenzoic acid methyl ester), C[Zn]C.C1CCOC1 (dimethylzinc THF). Solvent: C(C)(=O)OCC (ethyl acetate), C1CCOC1 (THF). As a reaction SMILES: [CH3:1][O:2][C:3](=[O:17])[C:4]1[CH:9]=[C:8]([O:10][CH3:11])[C:7]([O:12][CH2:13][O:14][CH3:15])=[C:6](I)[CH:5]=1.[CH3:18][Zn]C.C1COCC1>C1COCC1.C(OCC)(=O)C.C1C=CC([P]([Pd]([P](C2C=CC=CC=2)(C2C=CC=CC=2)C2C=CC=CC=2)([P](C2C=CC=CC=2)(C2C=CC=CC=2)C2C=CC=CC=2)[P](C2C=CC=CC=2)(C2C=CC=CC=2)C2C=CC=CC=2)(C2C=CC=CC=2)C2C=CC=CC=2)=CC=1>[CH3:1][O:2][C:3](=[O:17])[C:4]1[CH:5]=[C:6]([CH3:18])[C:7]([O:12][CH2:13][O:14][CH3:15])=[C:8]([O:10][CH3:11])[CH:9]=1 |f:1.2,^1:40,42,61,80|. Reagents/catalysts: C=1C=CC(=CC1)[P](C=2C=CC=CC2)(C=3C=CC=CC3)[Pd]([P](C=4C=CC=CC4)(C=5C=CC=CC5)C=6C=CC=CC6)([P](C=7C=CC=CC7)(C=8C=CC=CC8)C=9C=CC=CC9)[P](C=1C=CC=CC1)(C=1C=CC=CC1)C=1C=CC=CC1 (tetrakis(triphenylphosphine)palladium(0)). Procedure: To a solution of 3-iodo-5-methoxy-4-methoxymethoxybenzoic acid methyl ester (700 mg) in THF (7 mL) were added tetrakis(triphenylphosphine)palladium(0) (115 mg) and 2M dimethylzinc/THF solution (1.20 mL), and the mixture was stirred at 80° C. for 30 minutes. The reaction solution was diluted with ethyl acetate, washed with 1N hydrochloric acid, water, and saturated brine, dried over anhydrous sodium sulfate, and concentrated in vacuo to give the title compound (767 mg) as a crude purified product... The product is COC(C1=CC(=C(C(=C1)C)OCOC)OC)=O (3-Methoxy-4-methoxymethoxy-5-methylbenzoic acid methyl ester). The reactants are Cl(=O)(=O)(=O)[O-].COC1=CC=CC=2C1=CC=1C=CC=C[N+]1C2 (10-methoxybenzo[b]quinolizinium perchlorate), Cl(=O)(=O)(=O)[O-].[Na+] (sodium perchlorate). Solvent: Br (HBr). Reaction conditions: temperature 100 celsius, time 5 minute. Product: Cl(=O)(=O)(=O)[O-].OC1=CC=CC=2C1=CC=1C=CC=C[N+]1C2 (10-hydroxybenzo[b]quinolizinium perchlorate). Yield: 75.9%. RXN SMILES: [Cl:1]([O-:5])(=[O:4])(=[O:3])=[O:2].C[O:7][C:8]1[C:13]2=[CH:14][C:15]3[CH:16]=[CH:17][CH:18]=[CH:19][N+:20]=3[CH:21]=[C:12]2[CH:11]=[CH:10][CH:9]=1.Cl([O-])(=O)(=O)=O.[Na+]>Br>[Cl:1]([O-:5])(=[O:4])(=[O:3])=[O:2].[OH:7][C:8]1[C:13]2=[CH:14][C:15]3[CH:16]=[CH:17][CH:18]=[CH:19][N+:20]=3[CH:21]=[C:12]2[CH:11]=[CH:10][CH:9]=1 |f:0.1,2.3,5.6|. Procedure: A mixture of 4 g of 10-methoxybenzo[b]quinolizinium perchlorate in 50 mL of 48% HBr was heated at 100° C. for 20 h, cooled to room temperature, and the resulting mixture was poured into 100 mL of 50% sodium perchlorate solution and stirred for 5 min. The precipitate was filtered, washed with ice-water, ether, ethyl acetate and air dried to afford 2.9 g of 10-hydroxybenzo[b]quinolizinium perchlorate, (Formula II: R1 =R2 =H; R7 =10--OH; X- =ClO4-) m.p. 218°-229° C. (d). The reactants are C(CCCC)C1CC=C(CC1)C=1C(=C(C=CC1)F)F (3-(4-pentylcyclohexenyl) -1,2-difluorobenzene), C(#N)C1=C(C(=O)C(=C(C1=O)Cl)Cl)C#N (DDQ). The solvent is C1(=CC=CC=C1)C (toluene). Conditions: time 2 hour. The product is C(CCCC)C1=CC=C(C=C1)C=1C(=C(C=CC1)F)F (3-(4-pentylphenyl)-1,2-difluorobenzene). As a reaction SMILES: [CH2:1]([CH:6]1[CH2:11][CH2:10][C:9]([C:12]2[C:13]([F:19])=[C:14]([F:18])[CH:15]=[CH:16][CH:17]=2)=[CH:8][CH2:7]1)[CH2:2][CH2:3][CH2:4][CH3:5].C(C1C(=O)C(Cl)=C(Cl)C(=O)C=1C#N)#N>C1(C)C=CC=CC=1>[CH2:1]([C:6]1[CH:11]=[CH:10][C:9]([C:12]2[C:13]([F:19])=[C:14]([F:18])[CH:15]=[CH:16][CH:17]=2)=[CH:8][CH:7]=1)[CH2:2][CH2:3][CH2:4][CH3:5]. Procedure: A solution of 0.225 mol of 3-(4-pentylcyclohexenyl) -1,2-difluorobenzene (analogous to Example 6) and 0.55 mol of DDQ in 1.5 1 of toluene is heated to boiling for 2 hours. The mixture is subsequently worked up as customary, b.p. 0.5 : 125° C.